From a dataset of the Open Reaction Database (ORD), a public repository of structured organic reaction records. describe an organic reaction: reactants, conditions, products, and yield Reactants: C(C)OC(C)=O.Cl (hydrogen chloride ethyl acetate), O=C1C=2C(N=C(N1C1=CC=C(C=C1)OCC(F)(F)F)SCCNC(OC(C)(C)C)=O)=CSC2 (tert-butyl [2-({4-oxo-3-[4-(2,2,2-trifluoroethoxy)phenyl]-3,4-dihydrothieno[3,4-d]pyrimidin-2-yl}sulfanyl)ethyl]carbamate). The solvent is CO (methanol). Reaction conditions: time 14 hour. Product: Cl.NCCSC=1N(C(C=2C(N1)=CSC2)=O)C2=CC=C(C=C2)OCC(F)(F)F (2-[(2-aminoethyl)sulfanyl]-3-[4-(2,2,2-trifluoroethoxy)phenyl]thieno[3,4-d]pyrimidin-4(3H)-one hydrochloride). Reaction SMILES: C(OC(=O)C)C.[ClH:7].[O:8]=[C:9]1[N:14]([C:15]2[CH:20]=[CH:19][C:18]([O:21][CH2:22][C:23]([F:26])([F:25])[F:24])=[CH:17][CH:16]=2)[C:13]([S:27][CH2:28][CH2:29][NH:30]C(=O)OC(C)(C)C)=[N:12][C:11]2=[CH:38][S:39][CH:40]=[C:10]12>CO>[ClH:7].[NH2:30][CH2:29][CH2:28][S:27][C:13]1[N:14]([C:15]2[CH:16]=[CH:17][C:18]([O:21][CH2:22][C:23]([F:24])([F:26])[F:25])=[CH:19][CH:20]=2)[C:9](=[O:8])[C:10]2[C:11](=[CH:38][S:39][CH:40]=2)[N:12]=1 |f:0.1,4.5|. Reported procedure: To a mixed solution of 4N hydrogen chloride ethyl acetate solution (20 ml) and methanol (10 ml) was added tert-butyl [2-({4-oxo-3-[4-(2,2,2-trifluoroethoxy)phenyl]-3,4-dihydrothieno[3,4-d]pyrimidin-2-yl}sulfanyl)ethyl]carbamate (1.7 g), and the mixture was stirred at room temperature for 14 hr. The reaction mixture was concentrated under reduced pressure, and the residue was washed with a mixture of ethyl acetate/ether (1/1) to give the title compound (1.48 g) as a white solid. Reactants: C(C)(=O)OCC (Ethyl acetate), resultant solution, [Cl-].[Al+3].[Cl-].[Cl-] (Aluminum chloride), CON=C(C(=O)NC1[C@@H]2N(C(=CCS2)C(=O)O)C1=O)C(C)=O (7-(2-methoxyimino-3-oxobutyramido)-3-cephem-4-carboxylic acid), Br.[NH+]1=CC=CC=C1 (Pridinium hydrobromide). Run in O (water), O1CCCC1 (tetrahydrofuran). Conditions: time 20 minute. The product is CON=C(C(=O)NC1[C@@H]2N(C(=CCS2)C(=O)O)C1=O)C(CBr)=O (7-(2-methoxyimino-3-oxo-4-bromobutyramido)-3-cephem-4-carboxylic acid). RXN SMILES: [Cl-].[Al+3].[Cl-].[Cl-].[CH3:5][O:6][N:7]=[C:8]([C:24](=[O:26])[CH3:25])[C:9]([NH:11][CH:12]1[C:22](=[O:23])[N:14]2[C:15]([C:19]([OH:21])=[O:20])=[CH:16][CH2:17][S:18][C@H:13]12)=[O:10].[BrH:27].[NH+]1C=CC=CC=1.C(OCC)(=O)C>O1CCCC1.O>[CH3:5][O:6][N:7]=[C:8]([C:24](=[O:26])[CH2:25][Br:27])[C:9]([NH:11][CH:12]1[C:22](=[O:23])[N:14]2[C:15]([C:19]([OH:21])=[O:20])=[CH:16][CH2:17][S:18][C@H:13]12)=[O:10] |f:0.1.2.3,5.6|. Reported procedure: Aluminum chloride (120 mg.) was added to a solution of 7-(2-methoxyimino-3-oxobutyramido)-3-cephem-4-carboxylic acid (syn isomer, 50 mg.) in dry tetrahydrofuran (10 ml.). Pridinium hydrobromide perbromide (50 mg.) was added to the solution, and stirred at room temperature for 20 minutes. Ethyl acetate (50 ml.) and water (10 ml.) were added to the resultant solution and the mixture was treated in a similar manner to that of the above Example 10-(8) to give 7-(2-methoxyimino-3-oxo-4-bromobutyramid... Reactants: C(C1=CC=CC=C1)N(C(COC1=CC=C(C=C1)CCOC1=C(C(=O)OC)C=CC=C1)=O)CC (Methyl 2-[2-(4-{2-[benzyl(ethyl)amino]-2-oxoethoxy}phenyl)ethoxy]benzoate), [OH-].[Li+] (Lithium hydroxide). The solvent is C1CCOC1.O (THF water). The product is C(C1=CC=CC=C1)N(C(COC1=CC=C(C=C1)CCOC1=C(C(=O)O)C=CC=C1)=O)CC (2-[2-(4-{2-[benzyl(ethyl)amino]-2-oxoethoxy}phenyl)ethoxy]benzoic acid). The yield is 109.3%. As a reaction SMILES: [CH2:1]([N:8]([CH2:32][CH3:33])[C:9](=[O:31])[CH2:10][O:11][C:12]1[CH:17]=[CH:16][C:15]([CH2:18][CH2:19][O:20][C:21]2[CH:30]=[CH:29][CH:28]=[CH:27][C:22]=2[C:23]([O:25]C)=[O:24])=[CH:14][CH:13]=1)[C:2]1[CH:7]=[CH:6][CH:5]=[CH:4][CH:3]=1.[OH-].[Li+]>C1COCC1.O>[CH2:1]([N:8]([CH2:32][CH3:33])[C:9](=[O:31])[CH2:10][O:11][C:12]1[CH:17]=[CH:16][C:15]([CH2:18][CH2:19][O:20][C:21]2[CH:30]=[CH:29][CH:28]=[CH:27][C:22]=2[C:23]([OH:25])=[O:24])=[CH:14][CH:13]=1)[C:2]1[CH:7]=[CH:6][CH:5]=[CH:4][CH:3]=1 |f:1.2,3.4|. Reported procedure: Methyl 2-[2-(4-{2-[benzyl(ethyl)amino]-2-oxoethoxy}phenyl)ethoxy]benzoate (0.138 g, 0.308 mmol) was dissolved in a mixture of THF/water (1/1, 4 ml). Lithium hydroxide (0.015 g, 0.617 mmol) was added. The reaction was performed in an single node microwave oven (14 min, 150 deg). Workup by removing the solvent by evaporation and addition of HCl (2 ml, 1 M). The waterphase was extracted with two portions of EtOAc (20 ml), the organic phase was dried (MgSO4) and the solvent was removed by evaporatio... The yield is 80.6%. Starting materials: C(C1=CC=CC=C1)Br (benzyl bromide), C1CCOC1 (THF), [H-].[Na+] (sodium hydride), C(C)C=1NC2=CC=C(C=C2C1)OC (2-Ethyl-5-methoxy-1H-indole). Yields the product C(C)C=1N(C2=CC=C(C=C2C1)OC)CC1=CC=CC=C1 (2-ethyl-5-methoxy-1-(phenylmethyl)-1H-indole). The solvent is CN(C)C=O (DMF), O (water). Reaction conditions: time 0.17 hour. As a reaction SMILES: [CH2:1]([C:3]1[NH:4][C:5]2[C:10]([CH:11]=1)=[CH:9][C:8]([O:12][CH3:13])=[CH:7][CH:6]=2)[CH3:2].C1COCC1.[H-].[Na+].[CH2:21](Br)[C:22]1[CH:27]=[CH:26][CH:25]=[CH:24][CH:23]=1>CN(C=O)C.O>[CH2:1]([C:3]1[N:4]([CH2:21][C:22]2[CH:27]=[CH:26][CH:25]=[CH:24][CH:23]=2)[C:5]2[C:10]([CH:11]=1)=[CH:9][C:8]([O:12][CH3:13])=[CH:7][CH:6]=2)[CH3:2] |f:2.3|. Procedure: 2-Ethyl-5-methoxy-1H-indole (5.6 g, 21.5 mmol) was dissolved in 150 mL of DMF and 20 mL of THF and 1.0 g (25 mmol) of 60% sodium hydride was added. After stirring for 0.17 hours, 3.0 mL (25 mmol) of benzyl bromide was added. The mixture was stirred at room temperature for 10 hours, diluted with water and extracted with ethyl acetate. The ethyl acetate solution was washed with water, saturated NaCl solution, and dried (Na2 SO4). The EtOAc was evaporated and the residue was chromatographed on sili... The reactants are Cl (hydrochloric acid), ClC1=C(C=C(C(=O)OCC)C=C1)[N+](=O)[O-] (Ethyl 4-chloro-3-nitrobenzoate), C(C1=CC=CC=C1)S (benzyl mercaptan), O.[OH-].[Li+] (lithium hydroxide monohydrate). Run in CCOCC (ether), CN(C=O)C (N,N-dimethylformamide). Product: C(C1=CC=CC=C1)SC1=C(C=C(C(=O)OCC)C=C1)[N+](=O)[O-] (ethyl 4-benzylthio-3-nitrobenzoate). The yield is 73.5%. RXN SMILES: Cl[C:2]1[CH:12]=[CH:11][C:5]([C:6]([O:8][CH2:9][CH3:10])=[O:7])=[CH:4][C:3]=1[N+:13]([O-:15])=[O:14].[CH2:16]([SH:23])[C:17]1[CH:22]=[CH:21][CH:20]=[CH:19][CH:18]=1.O.[OH-].[Li+].Cl>CN(C)C=O.CCOCC>[CH2:16]([S:23][C:2]1[CH:12]=[CH:11][C:5]([C:6]([O:8][CH2:9][CH3:10])=[O:7])=[CH:4][C:3]=1[N+:13]([O-:15])=[O:14])[C:17]1[CH:22]=[CH:21][CH:20]=[CH:19][CH:18]=1 |f:2.3.4|. Procedure: Ethyl 4-chloro-3-nitrobenzoate (10 g) and benzyl mercaptan (5.41 g) were dissolved in N,N-dimethylformamide and whilst stirring, lithium hydroxide monohydrate (1.83 g) was added. The mixture was stirred overnight then poured into ether and 2N hydrochloric acid. The organic phase was washed with water, dried over anhydrous magnesium sulphate and evaporated to yield ethyl 4-benzylthio-3-nitrobenzoate (10.16 g), obtained as an oil, NMR (CDCl3) δ1.41 (3H, t), 4.24 (2H,s), 4.40 (2H,q), 7.3-7.47 (5H),...